Dataset: the Open Reaction Database (ORD), a public repository of structured organic reaction records. Task: describe an organic reaction: reactants, conditions, products, and yield Reactants: O=C([O-])O, Cc1ccccc1, CCO, N#Cc1nn(-c2c(Cl)cc(C(F)(F)F)cc2Cl)c(N)c1I, [Na+], O, c1ccc(P(c2ccccc2)(c2ccccc2)[Pd](P(c2ccccc2)(c2ccccc2)c2ccccc2)(P(c2ccccc2)(c2ccccc2)c2ccccc2)P(c2ccccc2)(c2ccccc2)c2ccccc2)cc1, OB(O)c1ccncc1. Yields the product N#Cc1nn(-c2c(Cl)cc(C(F)(F)F)cc2Cl)c(N)c1-c1ccncc1. Reaction SMILES: [C:22](=[O:23])([O-:24])[OH:25].[CH3:37][c:38]1[cH:39][cH:40][cH:41][cH:42][cH:43]1.[CH3:44][CH2:45][OH:46].[NH2:1][c:2]1[c:3]([I:21])[c:4]([C:19]#[N:20])[n:5][n:6]1-[c:7]1[c:8]([Cl:18])[cH:9][c:10]([C:14]([F:15])([F:16])[F:17])[cH:11][c:12]1[Cl:13].[Na+:26].[OH2:36].[cH:47]1[cH:48][cH:49][c:50]([P:51]([Pd:52]([P:53]([c:54]2[cH:55][cH:56][cH:57][cH:58][cH:59]2)([c:60]2[cH:61][cH:62][cH:63][cH:64][cH:65]2)[c:66]2[cH:67][cH:68][cH:69][cH:70][cH:71]2)([P:72]([c:73]2[cH:74][cH:75][cH:76][cH:77][cH:78]2)([c:79]2[cH:80][cH:81][cH:82][cH:83][cH:84]2)[c:85]2[cH:86][cH:87][cH:88][cH:89][cH:90]2)[P:91]([c:92]2[cH:93][cH:94][cH:95][cH:96][cH:97]2)([c:98]2[cH:99][cH:100][cH:101][cH:102][cH:103]2)[c:104]2[cH:105][cH:106][cH:107][cH:108][cH:109]2)([c:110]2[cH:111][cH:112][cH:113][cH:114][cH:115]2)[c:116]2[cH:117][cH:118][cH:119][cH:120][cH:121]2)[cH:122][cH:123]1.[n:27]1[cH:28][cH:29][c:30]([B:33]([OH:34])[OH:35])[cH:31][cH:32]1>>[NH2:1][c:2]1[c:3](-[c:30]2[cH:29][cH:28][n:27][cH:32][cH:31]2)[c:4]([C:19]#[N:20])[n:5][n:6]1-[c:7]1[c:8]([Cl:18])[cH:9][c:10]([C:14]([F:15])([F:16])[F:17])[cH:11][c:12]1[Cl:13]. Starting materials: CC1SCC(N1CCCCBr)=O (2-methyl-3-(4-bromobutyl)-4-thiazolidinone), COC1=C(C=CC=C1)N1CCNCC1 (1-(2-methoxyphenyl)piperazine), C(=O)([O-])[O-].[K+].[K+] (K2CO3), [Na+].[I-] (NaI). The solvent is CC#N (CH3CN). Conditions: time 4 hour. The product is COC1=C(C=CC=C1)N1CCN(CC1)CCCCN1C(SCC1=O)C (3-[4-[1-(2-Methoxyphenyl)-4-piperazinyl]butyl]-2-Methyl-4-thiazolidinone). Reaction SMILES: [CH3:1][CH:2]1[N:6]([CH2:7][CH2:8][CH2:9][CH2:10]Br)[C:5](=[O:12])[CH2:4][S:3]1.[CH3:13][O:14][C:15]1[CH:20]=[CH:19][CH:18]=[CH:17][C:16]=1[N:21]1[CH2:26][CH2:25][NH:24][CH2:23][CH2:22]1.C([O-])([O-])=O.[K+].[K+].[Na+].[I-]>CC#N>[CH3:13][O:14][C:15]1[CH:20]=[CH:19][CH:18]=[CH:17][C:16]=1[N:21]1[CH2:26][CH2:25][N:24]([CH2:10][CH2:9][CH2:8][CH2:7][N:6]2[C:5](=[O:12])[CH2:4][S:3][CH:2]2[CH3:1])[CH2:23][CH2:22]1 |f:2.3.4,5.6|. Procedure: A suspension of 2-methyl-3-(4-bromobutyl)-4-thiazolidinone (3.0 g), 1-(2-methoxyphenyl)piperazine (2.3 g), anhydrous K2CO3 (3.5 g) and NaI (200 mg) in 100 ml of anhydrous CH3CN was heated to 80° under N2. After 4 hours no starting material remained as judged by TLC. The mixture was cooled to room temperature, filtered and concentrated in vauco. The residue was chromatographed on silica, using EtOAc as the eluent. This provided 2.18 g of product as a clear oil which solidified in vacuo (0.1 mmHg)... The reactants are CC(=O)OC(C)=O, CCCCCC, O=Cc1cccc(C=O)c1, Cc1ccc2ccc(Cl)cc2n1, Cc1ccccc1C. The product is O=Cc1cccc(C=Cc2ccc3ccc(Cl)cc3n2)c1. RXN SMILES: [CH3:23][C:24]([O:25][C:26](=[O:27])[CH3:28])=[O:29].[CH3:30][CH2:31][CH2:32][CH2:33][CH2:34][CH3:35].[CH:13]([c:14]1[cH:15][c:16]([CH:17]=[O:18])[cH:19][cH:20][cH:21]1)=[O:22].[Cl:1][c:2]1[cH:3][cH:4][c:5]2[cH:6][cH:7][c:8]([CH3:12])[n:9][c:10]2[cH:11]1.[c:36]1([CH3:37])[c:38]([CH3:39])[cH:40][cH:41][cH:42][cH:43]1>>[Cl:1][c:2]1[cH:3][cH:4][c:5]2[cH:6][cH:7][c:8]([CH:12]=[CH:13][c:14]3[cH:15][c:16]([CH:17]=[O:18])[cH:19][cH:20][cH:21]3)[n:9][c:10]2[cH:11]1. The reactants are O=C(O)c1ccc(Br)o1, COC(=O)Cc1cccc(N)c1. Yields the product COC(=O)Cc1cccc(NC(=O)c2ccc(Br)o2)c1. As a reaction SMILES: [Br:13][c:14]1[cH:15][cH:16][c:17]([C:19](=[O:20])[OH:21])[o:18]1.[CH3:1][O:2][C:3]([CH2:4][c:5]1[cH:6][c:7]([NH2:11])[cH:8][cH:9][cH:10]1)=[O:12]>>[CH3:1][O:2][C:3]([CH2:4][c:5]1[cH:6][c:7]([NH:11][C:19]([c:17]2[cH:16][cH:15][c:14]([Br:13])[o:18]2)=[O:20])[cH:8][cH:9][cH:10]1)=[O:12].